Dataset: the Open Reaction Database (ORD), a public repository of structured organic reaction records. Task: describe an organic reaction: reactants, conditions, products, and yield Starting materials: CS(=O)(=O)Nc1ccc(Br)cc1, COc1ccc(B(O)O)cc1, CCO, Cc1ccccc1, [Cl-], [Na+], [Na+], [Na+], O=C([O-])[O-]. Yields the product COc1ccc(-c2ccc(NS(C)(=O)=O)cc2)cc1. As a reaction SMILES: [Br:1][c:2]1[cH:3][cH:4][c:5]([NH:8][S:9](=[O:10])(=[O:11])[CH3:12])[cH:6][cH:7]1.[CH3:13][O:14][c:15]1[cH:16][cH:17][c:18]([B:21]([OH:22])[OH:23])[cH:19][cH:20]1.[CH3:32][CH2:33][OH:34].[CH3:35][c:36]1[cH:37][cH:38][cH:39][cH:40][cH:41]1.[Cl-:31].[Na+:24].[Na+:25].[Na+:30].[O-:26][C:27](=[O:28])[O-:29]>>[c:2]1(-[c:18]2[cH:17][cH:16][c:15]([O:14][CH3:13])[cH:20][cH:19]2)[cH:3][cH:4][c:5]([NH:8][S:9](=[O:10])(=[O:11])[CH3:12])[cH:6][cH:7]1. The reactants are O(C1=CC=CC=C1)C=1C=C(CCl)C=CC1 (m-phenoxybenzyl chloride), O(C1=CC=CC=C1)C=1C=C(C(Br)Br)C=CC1 (m-phenoxybenzal bromide), C1N2CN3CN1CN(C2)C3 (hexamethylenetetramine), Cl (hydrochloric acid). Run in C(C)O (ethanol), C(C)(=O)O (acetic acid). Yields the product O(C1=CC=CC=C1)C=1C=C(C=O)C=CC1 (m-phenoxybenzaldehyde). As a reaction SMILES: [O:1]([C:8]1[CH:9]=[C:10]([CH:13]=[CH:14][CH:15]=1)[CH2:11]Cl)[C:2]1[CH:7]=[CH:6][CH:5]=[CH:4][CH:3]=1.[O:16](C1C=C(C=CC=1)C(Br)Br)C1C=CC=CC=1.C1N2CN3CN(C2)CN1C3.Cl>C(O)C.C(O)(=O)C>[O:1]([C:8]1[CH:9]=[C:10]([CH:13]=[CH:14][CH:15]=1)[CH:11]=[O:16])[C:2]1[CH:7]=[CH:6][CH:5]=[CH:4][CH:3]=1. Procedure: A process according to claim 1, wherein the mixture of m-phenoxybenzyl bromide (II) and m-phenoxybenzal bromide (X = bromine) is reacted with 1 to 2 molar equivalents of hexamethylenetetramine in hot aqueous ethanol or hot aqueous acetic acid and hydrolyzing the mixture with dilute hydrochloric acid to yield m-phenoxybenzaldehyde (I). Starting materials: Cc1cc([N+](=O)[O-])c(C)c2c(Br)ccnc12, [C-]#N, CN(C)C=O, O. Product: Cc1cc([N+](=O)[O-])c(C)c2c(C#N)ccnc12. As a reaction SMILES: [Br:1][c:2]1[cH:3][cH:4][n:5][c:6]2[c:7]([CH3:16])[cH:8][c:9]([N+:13](=[O:14])[O-:15])[c:10]([CH3:12])[c:11]12.[C-:17]#[N:18].[CH3:19][N:20]([CH3:21])[CH:22]=[O:23].[OH2:24]>>[c:2]1([C:19]#[N:20])[cH:3][cH:4][n:5][c:6]2[c:7]([CH3:16])[cH:8][c:9]([N+:13](=[O:14])[O-:15])[c:10]([CH3:12])[c:11]12. Reactants: COC1=CC=C(C=N1)C1=CC=C(C=C1)/C=C/[C@@H]1[C@@H]([C@H]2[C@H](OC(O2)(C)C)O1)CCN1C(C2=CC=CC=C2C1=O)=O (2-{2-[(3aS,5R,6S,6aS)-5-{(E)-2-[4-(6-methoxypyridin-3-yl)phenyl]ethenyl}-2,2-dimethyltetrahydrofuro[2,3-d][1,3]dioxol-6-yl]ethyl}-1H-isoindole-1,3(2H)-dione), [H][H] (hydrogen). The reagents and catalysts are [Pd] (palladium on charcoal). Solvent: CO (methanol). The product is COC1=CC=C(C=N1)C1=CC=C(C=C1)CC[C@@H]1[C@@H]([C@H]2[C@H](OC(O2)(C)C)O1)CCN1C(C2=CC=CC=C2C1=O)=O (2-{2-[(3aS,5R,6S,6aS)-5-{2-[4-(6-methoxypyridin-3-yl)phenyl]ethyl}-2,2-dimethyltetrahydrofuro[2,3-d][1,3]dioxol-6-yl]ethyl}-1H-isoindole-1,3(2H)-dione). As a reaction SMILES: [CH3:1][O:2][C:3]1[N:8]=[CH:7][C:6]([C:9]2[CH:14]=[CH:13][C:12](/[CH:15]=[CH:16]/[C@H:17]3[O:26][C@H:20]4[O:21][C:22]([CH3:25])([CH3:24])[O:23][C@H:19]4[C@H:18]3[CH2:27][CH2:28][N:29]3[C:37](=[O:38])[C:36]4[C:31](=[CH:32][CH:33]=[CH:34][CH:35]=4)[C:30]3=[O:39])=[CH:11][CH:10]=2)=[CH:5][CH:4]=1.[H][H]>CO.[Pd]>[CH3:1][O:2][C:3]1[N:8]=[CH:7][C:6]([C:9]2[CH:14]=[CH:13][C:12]([CH2:15][CH2:16][C@H:17]3[O:26][C@H:20]4[O:21][C:22]([CH3:24])([CH3:25])[O:23][C@H:19]4[C@H:18]3[CH2:27][CH2:28][N:29]3[C:37](=[O:38])[C:36]4[C:31](=[CH:32][CH:33]=[CH:34][CH:35]=4)[C:30]3=[O:39])=[CH:11][CH:10]=2)=[CH:5][CH:4]=1. Reported procedure: To a solution of the compound obtained from step e above (0.6 g) in methanol (10 mL), 10% palladium on charcoal (0.05 g) was added at room temperature and the reaction mixture was hydrogenated with hydrogen at 35 psi for 4 hours in a Paar apparatus. The reaction mixture was filtered through a celite pad and the residue was washed with methanol. The filtrate was concentrated to afford the title compound (0.56 g). Starting materials: N(=NC(=O)OCC)C(=O)OCC (diethyl azodicarboxylate), ClC1=CC=C(S1)C(=O)NC1=C2C(NC(C2=CC=C1)=O)=O (5-chloro-N-(1,3-dioxo-2,3-dihydro-1H-isoindol-4-yl)-2-thiophenecarboxamide), OCC1CCNCC1 (4-hydroxymethylpiperidine), C1(=CC=CC=C1)P(C1=CC=CC=C1)C1=CC=CC=C1 (triphenylphosphine). Solvent: C1CCOC1 (THF). Conditions: time 2 hour. Yields the product ClC1=CC=C(S1)C(=O)NC1=C2C(N(C(C2=CC=C1)=O)CC1CCNCC1)=O (5-Chloro-N-[1,3-dioxo-2-(4-piperidinylmethyl)-2,3-dihydro-1H-isoindol-4-yl]-2-thiophenecarboxamide). RXN SMILES: N(C(OCC)=O)=NC(OCC)=O.[Cl:13][C:14]1[S:18][C:17]([C:19]([NH:21][C:22]2[CH:30]=[CH:29][CH:28]=[C:27]3[C:23]=2[C:24](=[O:32])[NH:25][C:26]3=[O:31])=[O:20])=[CH:16][CH:15]=1.O[CH2:34][CH:35]1[CH2:40][CH2:39][NH:38][CH2:37][CH2:36]1.C1(P(C2C=CC=CC=2)C2C=CC=CC=2)C=CC=CC=1>C1COCC1>[Cl:13][C:14]1[S:18][C:17]([C:19]([NH:21][C:22]2[CH:30]=[CH:29][CH:28]=[C:27]3[C:23]=2[C:24](=[O:32])[N:25]([CH2:34][CH:35]2[CH2:40][CH2:39][NH:38][CH2:37][CH2:36]2)[C:26]3=[O:31])=[O:20])=[CH:16][CH:15]=1. Procedure: At room temperature, 0.43 ml (2.73 mmol) of diethyl azodicarboxylate (DEAD) is added dropwise to a suspension of 670 mg (2.18 mmol) of 5-chloro-N-(1,3-dioxo-2,3-dihydro-1H-isoindol-4-yl)-2-thiophenecarboxamide, 314 mg (2.73 mmol) of 4-hydroxymethylpiperidine and 716 mg (2.73 mmol) of triphenylphosphine in 8.7 ml of absolute THF. After 2 h at room temperature, the mixture is concentrated and the residue is separated by chromatography on silica gel (gradient: from dichloromethane/methanol 95:5 to ... Reactants: NCCCN(CC1=C(C=CC=C1)Cl)C1=NC=CC=C1 (2-[N-(3-aminopropyl)-N-(2-chlorobenzyl)amino]pyridine), [N+](=O)([O-])NC1=NC=C(C(N1)=O)CC=1C=NC(=CC1)C (2-nitroamino-5-(6-methylpyrid-3-ylmethyl)pyrimid-4-one). Solvent: N1=CC=CC=C1 (pyridine). Product: ClC1=C(CN(C2=NC=CC=C2)CCCNC2=NC=C(C(N2)=O)CC=2C=NC(=CC2)C)C=CC=C1 (2-[3-[N-(2-chlorobenzyl)-N-pyrid-2-ylamino]propylamino]-5-(6-methylpyrid-3-ylmethyl)-pyrimid-4-one). RXN SMILES: [NH2:1][CH2:2][CH2:3][CH2:4][N:5]([C:14]1[CH:19]=[CH:18][CH:17]=[CH:16][N:15]=1)[CH2:6][C:7]1[CH:12]=[CH:11][CH:10]=[CH:9][C:8]=1[Cl:13].[N+](N[C:24]1[NH:29][C:28](=[O:30])[C:27]([CH2:31][C:32]2[CH:33]=[N:34][C:35]([CH3:38])=[CH:36][CH:37]=2)=[CH:26][N:25]=1)([O-])=O>N1C=CC=CC=1>[Cl:13][C:8]1[CH:9]=[CH:10][CH:11]=[CH:12][C:7]=1[CH2:6][N:5]([CH2:4][CH2:3][CH2:2][NH:1][C:24]1[NH:29][C:28](=[O:30])[C:27]([CH2:31][C:32]2[CH:33]=[N:34][C:35]([CH3:38])=[CH:36][CH:37]=2)=[CH:26][N:25]=1)[C:14]1[CH:19]=[CH:18][CH:17]=[CH:16][N:15]=1. Procedure: 2-[N-(3-aminopropyl)-N-(2-chlorobenzyl)amino]pyridine (1 g) and 2-nitroamino-5-(6-methylpyrid-3-ylmethyl)pyrimid-4-one (0.78 g) were heated together under reflux in pyridine (10 ml) for 20 hr. After stripping, the residue was triturated with ether and recrystallised twice from ethanol/water to give 2-[3-[N-(2-chlorobenzyl)-N-pyrid-2-ylamino]propylamino]-5-(6-methylpyrid-3-ylmethyl)-pyrimid-4-one 0.4H2O, 0.34 g (20%) mp softens 94°-102° C. melts 120°-26° C. Starting materials: ClC1=C(OCCCC(=O)O)C=CC(=C1Cl)C(C(CCC)=C)=O (4-[2,3-dichloro-4-(2-methylenevaleryl)phenoxy]butyric acid), C([O-])(O)=O.[Na+] (sodium bicarbonate), O (water). Product: ClC1=C(OCCCC(=O)[O-])C=CC(=C1Cl)C(C(CCC)=C)=O.[Na+] (Sodium 4-[2,3-dichloro-4-(2-methylenevaleryl)phenoxy]butyrate). Reaction SMILES: [Cl:1][C:2]1[C:14]([Cl:15])=[C:13]([C:16](=[O:22])[C:17](=[CH2:21])[CH2:18][CH2:19][CH3:20])[CH:12]=[CH:11][C:3]=1[O:4][CH2:5][CH2:6][CH2:7][C:8]([OH:10])=[O:9].O.C(=O)(O)[O-].[Na+:28]>>[Cl:1][C:2]1[C:14]([Cl:15])=[C:13]([C:16](=[O:22])[C:17](=[CH2:21])[CH2:18][CH2:19][CH3:20])[CH:12]=[CH:11][C:3]=1[O:4][CH2:5][CH2:6][CH2:7][C:8]([O-:10])=[O:9].[Na+:28] |f:2.3,4.5|. Procedure details: 250 mg of 4-[2,3-dichloro-4-(2-methylenevaleryl)phenoxy]butyric acid is dissolved in 62 ml of 0.1N sodium bicarbonate and sufficient isotonic buffer to make a final volume of 100 ml. The water from all sources was pyrogen free. The solution is sterilized by filtration.